Dataset: the Open Reaction Database (ORD), a public repository of structured organic reaction records. Task: describe an organic reaction: reactants, conditions, products, and yield Reactants: C(C)OC(C)O[C@H]1C[C@@H](CC2=CC[C@H]3[C@@H]4CC[C@H]([C@@H](CCCC(C)(C)OC(C)OCC)C)[C@]4(CC[C@@H]3[C@@]12C)C)OC(C)OCC (1α,3β,25-tris(1-ethoxyethoxy)-cholest-5-ene), O.C1(=CC=C(C=C1)S(=O)(=O)O)C (p-toluenesulphonic acid monohydrate), O (water). Run in CO (methanol). Conditions: time 45 minute. The product is O[C@H]1C[C@@H](CC2=CC[C@H]3[C@@H]4CC[C@H]([C@@H](CCCC(C)(C)O)C)[C@]4(CC[C@@H]3[C@@]12C)C)O (1α,3β,25-trihydroxycholest-5-ene). Yield: 89.2%. RXN SMILES: C(OC([O:6][C@@H:7]1[C@@:37]2([CH3:38])[C:11](=[CH:12][CH2:13][C@@H:14]3[C@@H:36]2[CH2:35][CH2:34][C@@:33]2([CH3:39])[C@H:15]3[CH2:16][CH2:17][C@@H:18]2[C@H:19]([CH3:32])[CH2:20][CH2:21][CH2:22][C:23]([O:26]C(OCC)C)([CH3:25])[CH3:24])[CH2:10][C@@H:9]([O:40]C(OCC)C)[CH2:8]1)C)C.O.C1(C)C=CC(S(O)(=O)=O)=CC=1.O>CO>[OH:6][C@@H:7]1[C@@:37]2([CH3:38])[C:11](=[CH:12][CH2:13][C@@H:14]3[C@@H:36]2[CH2:35][CH2:34][C@@:33]2([CH3:39])[C@H:15]3[CH2:16][CH2:17][C@@H:18]2[C@H:19]([CH3:32])[CH2:20][CH2:21][CH2:22][C:23]([OH:26])([CH3:25])[CH3:24])[CH2:10][C@@H:9]([OH:40])[CH2:8]1 |f:1.2|. Reported procedure: A solution of 36.2 g of 1α,3β,25-tris(1-ethoxyethoxy)-cholest-5-ene in 0.75 liters of methanol was treated with 5.6 g (29 mmol) of p-toluenesulphonic acid monohydrate, and the mixture was stirred at room temperature for 45 minutes. 1.8 liters of water was dropped into the solution. The suspension was suction filtered, and the residue was washed neutral with water and dried. There was obtained 21.3 g of 1α,3β,25-trihydroxycholest-5-ene which melted at 172°-175° C. after recrystallization from ace... Starting materials: CC(=O)[O-], CCCc1nc2c(Oc3ccccc3)nc(C)c(C)c2n1CCCCS(C)(=O)=O, [NH4+]. Yields the product CCCc1nc2c(N)nc(C)c(C)c2n1CCCCS(C)(=O)=O. Reaction SMILES: [CH3:2][C:3](=[O:4])[O-:5].[CH3:6][S:7](=[O:8])(=[O:9])[CH2:10][CH2:11][CH2:12][CH2:13][n:14]1[c:15]([CH2:32][CH2:33][CH3:34])[n:16][c:17]2[c:18]([O:25][c:26]3[cH:27][cH:28][cH:29][cH:30][cH:31]3)[n:19][c:20]([CH3:24])[c:21]([CH3:23])[c:22]12.[NH4+:1]>>[NH2:1][c:18]1[c:17]2[n:16][c:15]([CH2:32][CH2:33][CH3:34])[n:14]([CH2:13][CH2:12][CH2:11][CH2:10][S:7]([CH3:6])(=[O:8])=[O:9])[c:22]2[c:21]([CH3:23])[c:20]([CH3:24])[n:19]1. Procedure: A solution of trans-6,7-dichloro-2,3,4,14b-tetrahydro-N-(2-methoxyethyl)-1H-dibenzo[b,f]pyrido[1,2-d][1,4]oxazepine-1-amine (122 mg, 0.36 mmol) in ethyl formate was stirred overnight at reflux temperature. After removal of the solvent under reduced pressure, the remaining product was purified with preparative LC-MS to give the title compound (40 mg, 30%). Data (m/z)=397 (M+H)+. The reactants are ClC1=C(C=CC=2OC3=C([C@H]4N(C21)CCC[C@H]4NCCOC)C=CC=C3)Cl (trans-6,7-dichloro-2,3,4,14b-tetrahydro-N-(2-methoxyethyl)-1H-dibenzo[b,f]pyrido[1,2-d][1,4]oxazepine-1-amine), C(=O)OCC (ethyl formate). As a reaction SMILES: [Cl:1][C:2]1[C:12]2[N:11]3[CH2:13][CH2:14][CH2:15][C@@H:16]([NH:17]CCOC)[C@H:10]3[C:9]3[CH:22]=[CH:23][CH:24]=[CH:25][C:8]=3[O:7][C:6]=2[CH:5]=[CH:4][C:3]=1[Cl:26].[CH:27](OCC)=[O:28]>>[Cl:1][C:2]1[C:12]2[N:11]3[CH2:13][CH2:14][CH2:15][C@@H:16]([NH:17][CH:27]=[O:28])[C@H:10]3[C:9]3[CH:22]=[CH:23][CH:24]=[CH:25][C:8]=3[O:7][C:6]=2[CH:5]=[CH:4][C:3]=1[Cl:26]. The yield is 30.0%. Product: ClC1=C(C=CC=2OC3=C([C@H]4N(C21)CCC[C@H]4NC=O)C=CC=C3)Cl (trans-N-(6,7-Dichloro-2,3,4,14b-tetrahydro-1H-dibenzo[b,f]pyrido[1,2-d][1,4]oxazepin-1-yl)formamide). Starting materials: C1CCNCC1, CCOC(=O)C1=CC=C(C=C1)Br. Reagents/catalysts: C(=O)([O-])[O-].[Cs+].[Cs+], C1=CC=C(C=C1)P(C2=CC=CC=C2)C3=C(C4=CC=CC=C4C=C3)C5=C(C=CC6=CC=CC=C65)P(C7=CC=CC=C7)C8=CC=CC=C8, CC(=O)O.CC(=O)O.[Pd]. Run in C1COCCO1. Conditions: temperature 80 celsius. Yields the product CCOC(=O)C1=CC=C(C=C1)N2CCCCC2. Yield: 81.4%. Reported procedure: In a 250 mL round-bottomed flask was ethyl 4-bromobenzoate (816 µl, 5 mmol), piperidine (593 µl, 6.00 mmol), and CESIUM CARBONATE (2444 mg, 7.50 mmol) in dioxane (2.36E+04 µl) to give a white suspension. The solution was degassed with N2 (g) for 15 min and then added BINAP (156 mg, 0.25 mmol) and PALLADIUM(II) ACETATE (56.1 mg, 0.25 mmol). The reaction was heated to 100 °C and stirred under a reflux condenser overnight. The reaction was checked by LC-MS (complete), filtered, rinsed with DCM, con... Starting materials: CS(=O)(=O)Cl (methanesulfonyl chloride), CS(=O)(=O)Cl (Methanesulfonyl chloride), NC1=C2C=CN(C2=CC=C1)C(C(=O)OC)(CC)C1=CC=C(C=C1)Cl (methyl 2-(4-amino-1H-indol-1-yl)-2-(4-chlorophenyl)butanoate), CN1CCOCC1 (4-methylmorpholine). Solvent: C(Cl)Cl (DCM). Run at time 30 minute. The product is ClC1=CC=C(C=C1)C(C(=O)OC)(CC)N1C=CC2=C(C=CC=C12)NS(=O)(=O)C (methyl 2-(4-chlorophenyl)-2-{4-[(methylsulfonyl)amino]-1H-indol-1-yl}butanoate). Reaction SMILES: [CH3:1][S:2](Cl)(=[O:4])=[O:3].[NH2:6][C:7]1[CH:15]=[CH:14][CH:13]=[C:12]2[C:8]=1[CH:9]=[CH:10][N:11]2[C:16]([C:23]1[CH:28]=[CH:27][C:26]([Cl:29])=[CH:25][CH:24]=1)([CH2:21][CH3:22])[C:17]([O:19][CH3:20])=[O:18].CN1CCOCC1>C(Cl)Cl>[Cl:29][C:26]1[CH:25]=[CH:24][C:23]([C:16]([N:11]2[C:12]3[C:8](=[C:7]([NH:6][S:2]([CH3:1])(=[O:4])=[O:3])[CH:15]=[CH:14][CH:13]=3)[CH:9]=[CH:10]2)([CH2:21][CH3:22])[C:17]([O:19][CH3:20])=[O:18])=[CH:28][CH:27]=1. Procedure details: Methanesulfonyl chloride (1.59 mL, 20.4 mmol) was added to a stirred solution of 3b (6.67 g, 19.5 mmol) and 4-methylmorpholine (2.78 mL, 25.3 mmol) in DCM (100 mL) at 0° C. After 30 min, an additional portion of methanesulfonyl chloride (0.80 mL, 10.2 mmol) was added. After 1 h, the reaction mixture was partitioned between DCM and saturated aqueous ammonium chloride. The layers were separated and the aqueous layer was extracted with DCM. The combined organics were washed with brine, dried (Na2SO... Starting materials: BrN1C(CCC1=O)=O (N-bromosuccinimide), ClC1=C(C=C(C(=C1)[N+](=O)[O-])F)C (1-Chloro-4-fluoro-2-methyl-5-nitrobenzene), O (water). The reagents and catalysts are C(C1=CC=CC=C1)(=O)OOC(C1=CC=CC=C1)=O (benzoyl peroxide). Yield: 109.4%. The product is BrCC1=C(C=C(C(=C1)F)[N+](=O)[O-])Cl (1-(Bromomethyl)-2-chloro-5-fluoro-4-nitrobenzene). As a reaction SMILES: [Cl:1][C:2]1[CH:7]=[C:6]([N+:8]([O-:10])=[O:9])[C:5]([F:11])=[CH:4][C:3]=1[CH3:12].[Br:13]N1C(=O)CCC1=O.O>ClC1C=CC=CC=1.C(OOC(=O)C1C=CC=CC=1)(=O)C1C=CC=CC=1>[Br:13][CH2:12][C:3]1[CH:4]=[C:5]([F:11])[C:6]([N+:8]([O-:10])=[O:9])=[CH:7][C:2]=1[Cl:1]. Reported procedure: 1-Chloro-4-fluoro-2-methyl-5-nitrobenzene (1 g) was dissolved in chlorobenzene (6 mL) and N-bromosuccinimide (1.408 g) was added followed by benzoyl peroxide (0.183 mg). The reaction mixture was stirred at reflux for 4 hours. The reaction mixture was cooled and water was added. The mixture was extracted with dichloromethane (3×) and concentrated under reduced pressure. The crude oil obtained was triturated with diethyl ether, filtered and the filtrate concentrated under reduced pressure (3×) to ... The solvent is ClC1=CC=CC=C1 (chlorobenzene). The reactants are O (water), lithium-cobalt (I) phthalocyanine, C1CCOC1 (THF), [N+](=O)([O-])C1=CC=C(C=C1)[N+]#[C-] (p-nitro-phenyl isonitrile), C(=O)=O (CO2). Solvent: CO (methanol). Product: NC1=CC=C(C=C1)[N+]#[C-] (p-aminophenylisonitrile). Isolated yield 76.2%. Reaction SMILES: C1COCC1.[N+:6]([C:9]1[CH:14]=[CH:13][C:12]([N+:15]#[C-:16])=[CH:11][CH:10]=1)([O-])=O.O.C(=O)=O>CO>[NH2:6][C:9]1[CH:14]=[CH:13][C:12]([N+:15]#[C-:16])=[CH:11][CH:10]=1. Procedure: Under nitrogen, 11.6 g (12.8 mmol) lithium-cobalt (I) phthalocyanine x 4.5 THF and 296 mg (2 mmol) p-nitro-phenyl isonitrile are agitated in 65 ml methanol for 72 hours at 20° C. The green reaction mixture is mixed with 5 ml water; CO2 and air are passed in for 5 min., and the blue precipitate is centrifuged which is washed with ethanol. The centrifugate collected is concentrated and the residue separated into ether and water. Concentration of the ether phase, dried with sodium sulfate, produces... Reactants: solution, ClC=1N=C(C2=C(N1)C=C(S2)C(=O)O)N2CCOCC2 (2-chloro-4-morpholinothieno[3,2-d]pyrimidine-6-carboxylic acid), C(=O)(N1C=NC=C1)N1C=NC=C1 (carbonyldiimidazole), CN(C)C=O (DMF), C1CCC2=NCCCN2CC1 (DBU), CS(=O)(=O)N (methanesulfonamide), CN(C)C=O (DMF). Run at time 8 hour. Product: N1N=CC2=C(C=CC=C12)C=1N=C(C2=C(N1)C=C(S2)C(=O)NS(=O)(=O)C)N2CCOCC2 (2-(1H-indazol-4-yl)-N-(methylsulfonyl)-4-morpholinothieno[3,2-d]pyrimidine-6-carboxamide). Reaction SMILES: Cl[C:2]1[N:3]=[C:4]([N:14]2[CH2:19][CH2:18][O:17][CH2:16][CH2:15]2)[C:5]2[S:10][C:9]([C:11]([OH:13])=O)=[CH:8][C:6]=2[N:7]=1.C(N1C=CN=C1)(N1C=CN=C1)=O.[CH2:32]1[CH2:42][CH2:41]N2[C:35](=[N:36]CCC2)[CH2:34][CH2:33]1.[CH3:43][S:44]([NH2:47])(=[O:46])=[O:45].C[N:49]([CH:51]=O)C>>[NH:49]1[C:51]2[C:34](=[C:33]([C:2]3[N:3]=[C:4]([N:14]4[CH2:19][CH2:18][O:17][CH2:16][CH2:15]4)[C:5]4[S:10][C:9]([C:11]([NH:47][S:44]([CH3:43])(=[O:46])=[O:45])=[O:13])=[CH:8][C:6]=4[N:7]=3)[CH:32]=[CH:42][CH:41]=2)[CH:35]=[N:36]1. Procedure: To 50 mg of 2-chloro-4-morpholinothieno[3,2-d]pyrimidine-6-carboxylic acid in 1 mL of DMF was added 2 eq of carbonyldiimidazole. The reaction was stirred for 1 hour at room temperature before addition of a 1 mL solution containing 2.5 eq DBU and 2 eq of methanesulfonamide in DMF. The reaction was stirred overnight at ambient temperature and concentrated to dryness. The crude chloride was subjected to Procedure A to yield 13.8 mg of 206. MS (Q1) 459.1 (M)+. Starting materials: COc1ccc(CC(=O)O)cc1OC, CC(=O)O, ClI, [Na+], O=S([O-])O. Yields the product COc1cc(I)c(CC(=O)O)cc1OC. RXN SMILES: [CH3:1][O:2][c:3]1[cH:4][c:5]([CH2:11][C:12](=[O:13])[OH:14])[cH:6][cH:7][c:8]1[O:9][CH3:10].[CH3:22][C:23](=[O:24])[OH:25].[I:15][Cl:16].[Na+:21].[S:17](=[O:18])([OH:19])[O-:20]>>[CH3:1][O:2][c:3]1[cH:4][c:5]([CH2:11][C:12](=[O:13])[OH:14])[c:6]([I:15])[cH:7][c:8]1[O:9][CH3:10].